This data is from the Open Reaction Database (ORD), a public repository of structured organic reaction records. The task is: describe an organic reaction: reactants, conditions, products, and yield Reactants: C(CCC)SSCl (n-butylthiosulfenyl chloride), CNC(=O)F (methylcarbamoyl fluoride). Product: CN(C(=O)F)SSCCCC (N-Methyl-N-(n-Butylthiosulfenyl)Carbamoyl Fluoride). Reaction SMILES: [CH2:1]([S:5][S:6]Cl)[CH2:2][CH2:3][CH3:4].[CH3:8][NH:9][C:10]([F:12])=[O:11]>>[CH3:8][N:9]([S:6][S:5][CH2:1][CH2:2][CH2:3][CH3:4])[C:10]([F:12])=[O:11]. Procedure: Prepared by the procedure of Example II by reacting n-butylthiosulfenyl chloride with methylcarbamoyl fluoride b.p. 68°-70° C/0.15 Torr Reactants: 20, intermediate 2, C1(=CC=CC=C1)C(=O)C=1C=C2N=CC=NC2=CC1 (phenyl (6-quinoxalinyl)methanone), CO (methanol), [BH4-].[Na+] (sodium tetrahydroborate). Solvent: O (water). Product: 20, C1(=CC=CC=C1)C(O)C=1C=C2N=CC=NC2=CC1 (α-phenyl-6-quinoxalinemethanol). Isolated yield 100.0%. As a reaction SMILES: [C:1]1([C:7]([C:9]2[CH:10]=[C:11]3[C:16](=[CH:17][CH:18]=2)[N:15]=[CH:14][CH:13]=[N:12]3)=[O:8])[CH:6]=[CH:5][CH:4]=[CH:3][CH:2]=1.CO.[BH4-].[Na+]>O>[C:1]1([CH:7]([C:9]2[CH:10]=[C:11]3[C:16](=[CH:17][CH:18]=2)[N:15]=[CH:14][CH:13]=[N:12]3)[OH:8])[CH:2]=[CH:3][CH:4]=[CH:5][CH:6]=1 |f:2.3|. Procedure: To a stirred and cooled (5° C.) solution of 20 parts of intermediate 2, namely phenyl (6-quinoxalinyl)methanone in 160 parts of methanol were added portionwise 3.2 parts of sodium tetrahydroborate. Upon completion, the reaction mixture was poured into water and the product was extracted with dichloromethane. The extract was washed with water, dried, filtered and evaporated to dry, yielding 20 parts (100%) of α-phenyl-6-quinoxalinemethanol as an oily residue (interm. 3). Reactants: C(C1=CC=CC=C1)N1CCC2=CC(=CC=C12)O (1-benzylindolin-5-ol), C(CCCCC)N=C=O (n-hexylisocyanate), Example 2 ( 2 ). The product is C(CCCCC)NC(OC=1C=C2CCN(C2=CC1)CC1=CC=CC=C1)=O (1-benzylindolin-5-yl n-hexylcarbamate), solid. Yield: 30.0%. Reaction SMILES: [CH2:1]([N:8]1[C:16]2[C:11](=[CH:12][C:13]([OH:17])=[CH:14][CH:15]=2)[CH2:10][CH2:9]1)[C:2]1[CH:7]=[CH:6][CH:5]=[CH:4][CH:3]=1.[CH2:18]([N:24]=[C:25]=[O:26])[CH2:19][CH2:20][CH2:21][CH2:22][CH3:23]>>[CH2:18]([NH:24][C:25](=[O:26])[O:17][C:13]1[CH:12]=[C:11]2[C:16](=[CH:15][CH:14]=1)[N:8]([CH2:1][C:2]1[CH:3]=[CH:4][CH:5]=[CH:6][CH:7]=1)[CH2:9][CH2:10]2)[CH2:19][CH2:20][CH2:21][CH2:22][CH3:23]. Procedure details: The title compound was synthesized from 1-benzylindolin-5-ol (35.0 mg, 0.155 mmol) using the same procedure employed for Example 2 (2), but with n-hexylisocyanate instead of 4-isopropylphenylisocyanate. The product was obtained as a white solid (16.7 mg, 30%) having the following characteristics. Starting materials: COc1ccc2sc(S(N)(=O)=O)cc2c1, Cl, c1ccncc1. The product is NS(=O)(=O)c1cc2cc(O)ccc2s1. Reaction SMILES: [CH3:8][O:9][c:10]1[cH:11][c:12]2[c:13]([s:14][c:15]([S:17]([NH2:18])(=[O:19])=[O:20])[cH:16]2)[cH:21][cH:22]1.[ClH:1].[n:2]1[cH:3][cH:4][cH:5][cH:6][cH:7]1>>[OH:9][c:10]1[cH:11][c:12]2[c:13]([s:14][c:15]([S:17]([NH2:18])(=[O:19])=[O:20])[cH:16]2)[cH:21][cH:22]1. Starting materials: N1=C2C(=CC=C1)CN(C2)C(=O)OC(C)(C)C (tert-butyl 5H-pyrrolo[3,4-b]pyridine-6(7H)-carboxylate), O (water). The reagents and catalysts are [Pd] (Pd/C). Solvent: COCCO (glycol monomethyl ether). Conditions: temperature 70 celsius, time 6 hour. Yields the product N1C2C(CCC1)CN(C2)C(=O)OC(C)(C)C (tert-butyl hexahydro-1H-pyrrolo[3,4-b]pyridine-6(2H)-carboxylate). The yield is 61.6%. As a reaction SMILES: [N:1]1[CH:6]=[CH:5][CH:4]=[C:3]2[CH2:7][N:8]([C:10]([O:12][C:13]([CH3:16])([CH3:15])[CH3:14])=[O:11])[CH2:9][C:2]=12.O>COCCO.[Pd]>[NH:1]1[CH2:6][CH2:5][CH2:4][CH:3]2[CH2:7][N:8]([C:10]([O:12][C:13]([CH3:16])([CH3:15])[CH3:14])=[O:11])[CH2:9][CH:2]12. Procedure details: To a solution of tert-butyl 5H-pyrrolo[3,4-b]pyridine-6(7H)-carboxylate (1.50 g) in glycol monomethyl ether was added a catalytic amount of 10% Pd/C. The suspension was heated to 70° C. and stirred for 6 h under H2. The resulted mixture was cooled to rt, poured into 100 mL of water and extracted with CH2Cl2 (50 mL×3). The combined organic phases were dried over anhydrous Na2SO4 and filtered. The filtrate was concentrated in vacuo to give the title compound as pale yellow oil (0.95 g, 65.00%). Th... Reactants: CCO, ClCc1ccccc1, Cl, NC(N)=S, O, OCc1ccccc1, O=S(Cl)Cl, c1ccncc1. The product is O=S(=O)(Cl)Cc1ccccc1. As a reaction SMILES: [CH3:33][CH2:34][OH:35].[Cl:13][CH2:14][c:15]1[cH:16][cH:17][cH:18][cH:19][cH:20]1.[Cl:26].[NH2:21][C:22](=[S:23])[NH2:24].[OH2:25].[OH:1][CH2:2][c:3]1[cH:4][cH:5][cH:6][cH:7][cH:8]1.[S:9](=[O:10])([Cl:11])[Cl:12].[cH:27]1[cH:28][cH:29][n:30][cH:31][cH:32]1>>[CH2:2]([c:3]1[cH:4][cH:5][cH:6][cH:7][cH:8]1)[S:9](=[O:10])([Cl:12])=[O:25]. Reactants: C(=O)C=1C=C2CCCS(C2=CC1)(=O)=O (6-formyl-1,1dioxothiachroman), C1(=CC=CC=C1)C (toluene), C(CO)O (ethylene glycol), O.C1(=CC=C(C=C1)S(=O)(=O)O)C (p-toluenesulfonic acid hydrate). Run in O (water). Product: O1C(OCC1)C=1C=C2CCCS(C2=CC1)(=O)=O (6-(1,3-Dioxolan-2-yl)-1,1-dioxothiachroman). RXN SMILES: [CH:1]([C:3]1[CH:4]=[C:5]2[C:10](=[CH:11][CH:12]=1)[S:9](=[O:14])(=[O:13])[CH2:8][CH2:7][CH2:6]2)=[O:2].C1(C)C=CC=CC=1.[CH2:22](O)[CH2:23][OH:24].O.C1(C)C=CC(S(O)(=O)=O)=CC=1>O>[O:2]1[CH2:22][CH2:23][O:24][CH:1]1[C:3]1[CH:4]=[C:5]2[C:10](=[CH:11][CH:12]=1)[S:9](=[O:14])(=[O:13])[CH2:8][CH2:7][CH2:6]2 |f:3.4|. Procedure: To a mixture of 3.0 g (14.3 mmole) 6-formyl-1,1dioxothiachroman and 140 ml toluene was added 15.9 ml ethylene glycol and 0.66 g (3.5 mmole) p-toluenesulfonic acid hydrate. The mixture was heated at reflux for 18 hours or until no further water was collected in the attached water separator (Dean-Stark trap). The reaction mixture was cooled, diluted with ethyl acetate, washed with water, sodium bicarbonate, water again, brine and dried (MgSO4). Evaporation of solvent in vacuo gave 3.73 g of residu...